This data is from the Open Reaction Database (ORD), a public repository of structured organic reaction records. The task is: describe an organic reaction: reactants, conditions, products, and yield Reactants: FC1=C(C=O)C=CN=C1 (3-fluoroisonicotinaldehyde), [Na+].FC1=CC=C(C=C1)S(=O)[O-] (4-fluorobenzene sulfinic acid sodium salt). Solvent: CS(=O)C (dimethyl sulfoxide), CS(=O)C (dimethyl sulfoxide). Reaction conditions: temperature 100 celsius, time 3 day. Yields the product FC1=CC=C(C=C1)S(=O)(=O)C=1C=NC=CC1C=O (3-(4-fluorobenzenesulfonyl)pyridine-4-carbaldehyde). As a reaction SMILES: F[C:2]1[CH:9]=[N:8][CH:7]=[CH:6][C:3]=1[CH:4]=[O:5].[Na+].[F:11][C:12]1[CH:17]=[CH:16][C:15]([S:18]([O-:20])=[O:19])=[CH:14][CH:13]=1>CS(C)=O>[F:11][C:12]1[CH:17]=[CH:16][C:15]([S:18]([C:2]2[CH:9]=[N:8][CH:7]=[CH:6][C:3]=2[CH:4]=[O:5])(=[O:20])=[O:19])=[CH:14][CH:13]=1 |f:1.2|. Procedure: A solution of 3-fluoroisonicotinaldehyde (0.25 mL) in dimethyl sulfoxide (2.0 mL) was treated with a solution of 4-fluorobenzene sulfinic acid sodium salt (0.5 g) in dimethyl sulfoxide (3.0 mL), and the resulting mixture was stirred at 100° C. for 3 days. The mixture was cooled to room temperature, partitioned between water and ethyl acetate (20 mL), and the aqueous phase extracted with ethyl acetate. The combined organic solution was dried over sodium sulfate and concentrated under reduced pres... The reactants are C(C)=NO (acetaldoxime), [H-].[Na+] (sodium hydride), OC1=CC=C(C(=O)C2=CC(=C(OCC(=O)O)C=C2)Cl)C=C1 (4-(4-hydroxybenzoyl)-2-chlorophenoxy acetic acid), OC1=CC=C(C(=O)C2=C(C=C(OCC(=O)O)C=C2)Cl)C=C1 (4-(4-hydroxybenzoyl)-3-chlorophenoxy acetic acid), ethyl 4-(4-nitrobenzoyl) phenoxy acetate. Run in CN(C=O)C (dimethylformamide), CN(C=O)C (dimethylformamide), O (water). Reaction conditions: time 10 minute. The product is OC1=CC=C(C(=O)C2=CC=C(OCC(=O)O)C=C2)C=C1 (4-(4-Hydroxybenzoyl) phenoxy acetic acid). Reaction SMILES: [H-].[Na+].C(=NO)C.[OH:7][C:8]1[CH:27]=[CH:26][C:11]([C:12]([C:14]2[CH:24]=[CH:23][C:17]([O:18][CH2:19][C:20]([OH:22])=[O:21])=[C:16](Cl)[CH:15]=2)=[O:13])=[CH:10][CH:9]=1.OC1C=CC(C(C2C=CC(OCC(O)=O)=CC=2Cl)=O)=CC=1>O.CN(C)C=O>[OH:7][C:8]1[CH:27]=[CH:26][C:11]([C:12]([C:14]2[CH:24]=[CH:23][C:17]([O:18][CH2:19][C:20]([OH:22])=[O:21])=[CH:16][CH:15]=2)=[O:13])=[CH:10][CH:9]=1 |f:0.1|. Procedure: To a suspension of sodium hydride (4.32 g., 0.09 mole, 50% suspension in mineral oil) in 50 ml. of dimethylformamide was added by dropwise addition acetaldoxime (5.31 g., 0.09 mole) at 5°. The mixture was stirred for 10 minutes at 20°-25° and then treated by dropwise addition with a solution of 10 g. (0.03 mole) of ethyl 4-(4-nitrobenzoyl) phenoxy acetate in 50 ml. of dimethylformamide. The resulting mixture was stirred at room temperature for 5 hrs. and poured into cold water. Acidification wit... Reactants: ClCC(=O)NC=1C=C2C=NNC2=CC1 (2-chloro-N-(1H-indazol-5-yl)-acetamide), FC1=CC=C(CC2CCNCC2)C=C1 (4-(4-fluoro-benzyl)-piperidine). Solvent: C(C)OCC (diethylether). The product is FC1=CC=C(CC2CCN(CC2)CC(=O)NC=2C=C3C=NNC3=CC2)C=C1 (2-[4-(4-Fluoro-benzyl)-piperidin-1-yl]-N-(1H-indazol-5-yl)-acetamide). As a reaction SMILES: Cl[CH2:2][C:3]([NH:5][C:6]1[CH:7]=[C:8]2[C:12](=[CH:13][CH:14]=1)[NH:11][N:10]=[CH:9]2)=[O:4].[F:15][C:16]1[CH:28]=[CH:27][C:19]([CH2:20][CH:21]2[CH2:26][CH2:25][NH:24][CH2:23][CH2:22]2)=[CH:18][CH:17]=1>C(OCC)C>[F:15][C:16]1[CH:17]=[CH:18][C:19]([CH2:20][CH:21]2[CH2:22][CH2:23][N:24]([CH2:2][C:3]([NH:5][C:6]3[CH:7]=[C:8]4[C:12](=[CH:13][CH:14]=3)[NH:11][N:10]=[CH:9]4)=[O:4])[CH2:25][CH2:26]2)=[CH:27][CH:28]=1. Procedure details: The title compound is prepared from 2-chloro-N-(1H-indazol-5-yl)-acetamide (Example 147a) and 4-(4-fluoro-benzyl)-piperidine according to the method described in Example 142b. Melting Point: 149-152° C. (diethylether) Starting materials: C(C)(C)N1C=NC(=C1)CCNC(=O)NC=1SC(=C(N1)C)C1=NC(=NC(=C1)C)SC (1-[2-(1-isopropyl-1H-imidazol-4-yl)-ethyl]-3[4-methyl-5-(6-methyl-2-methylsulfanyl-pyrimidin-4-yl)-thiazol-2-yl]-urea), C(C)C1=CN=C(O1)CCNC(=O)NC=1SC(=C(N1)C)C1=NC(=NC(=C1)C)S(=O)(=O)C (1-[2-(5-Ethyl-oxazol-2-yl)-ethyl]-3-[5-(2-methanesulfonyl-6-methyl-pyrimidin-4-yl)-4-methyl-thiazol-2-yl]-urea). Product: C(C)(C)N1C=NC(=C1)CCNC(=O)NC=1SC(=C(N1)C)C1=NC(=NC(=C1)C)S(=O)(=O)C (1-[2-(1-Isopropyl-1H-imidazol-4-yl)-ethyl]-3-[5-(2-methanesulfonyl-6-methyl-pyrimidin-4-yl)-4-methyl-thiazol-2-yl]-urea). As a reaction SMILES: [CH:1]([N:4]1C=C(CCNC(NC2SC(C3C=C(C)N=C(SC)N=3)=C(C)N=2)=O)N=[CH:5]1)([CH3:3])[CH3:2].C(C1O[C:35]([CH2:37][CH2:38][NH:39][C:40]([NH:42][C:43]2[S:44][C:45]([C:49]3[CH:54]=[C:53]([CH3:55])[N:52]=[C:51]([S:56]([CH3:59])(=[O:58])=[O:57])[N:50]=3)=[C:46]([CH3:48])[N:47]=2)=[O:41])=[N:34][CH:33]=1)C>>[CH:1]([N:4]1[CH:5]=[C:35]([CH2:37][CH2:38][NH:39][C:40]([NH:42][C:43]2[S:44][C:45]([C:49]3[CH:54]=[C:53]([CH3:55])[N:52]=[C:51]([S:56]([CH3:59])(=[O:57])=[O:58])[N:50]=3)=[C:46]([CH3:48])[N:47]=2)=[O:41])[N:34]=[CH:33]1)([CH3:3])[CH3:2]. Procedure: This material is prepared from 1-[2-(1-isopropyl-1H-imidazol-4-yl)-ethyl]-3[4-methyl-5-(6-methyl-2-methylsulfanyl-pyrimidin-4-yl)-thiazol-2-yl]-urea by the same protocol described for 1-[2-(5-ethyl-oxazol-2-yl)-ethyl]-3-[5-(2-methanesulfonyl-6-methyl-pyrimidin-4-yl)-4-methyl-thiazol-2-yl]-urea (Example 41). Reactants: ClC=1C=C(CN)C=C(C1N)Cl (3,5-Dichloro-4-aminobenzylamine), ClC=1C=C(CNC(OC(C)(C)C)=O)C=CC1N1CCN(CC1)C (tert-butyl 3-chloro-4-(4-methylpiperazin-1-yl)benzylcarbamate), C(=O)(C(F)(F)F)O (TFA). The solvent is C(Cl)Cl (CH2Cl2). Run at time 2 hour. Product: ClC=1C=C(C=CC1N1CCN(CC1)C)CN ((3-chloro-4-(4-methylpiperazin-1-yl)phenyl)methanamine). As a reaction SMILES: ClC1C=C(C=C(Cl)C=1N)CN.[Cl:12][C:13]1[CH:14]=[C:15]([CH:25]=[CH:26][C:27]=1[N:28]1[CH2:33][CH2:32][N:31]([CH3:34])[CH2:30][CH2:29]1)[CH2:16][NH:17]C(=O)OC(C)(C)C.C(O)(C(F)(F)F)=O>C(Cl)Cl>[Cl:12][C:13]1[CH:14]=[C:15]([CH2:16][NH2:17])[CH:25]=[CH:26][C:27]=1[N:28]1[CH2:29][CH2:30][N:31]([CH3:34])[CH2:32][CH2:33]1. Reported procedure: Step F (3): To a solution of tert-butyl 3-chloro-4-(4-methylpiperazin-1-yl)benzylcarbamate (36 mg, 0.1 mmol) from step F (2) in CH2Cl2 (0.5 mL) was added TFA (0.5 mmol). The mixture was stirred at rt for 2 h, and then the mixture was concentrated to give the title compound which was used without further purification. 1H-NMR (500 MHz, CD3OD) δ 7.59 (s, 1 H), 7.43 (d, J=8.24 Hz, 1 H), 7.27 (d, J=8.24 Hz, 1 H), 4.10 (s, 2 H), 3.60-3.70 (m, 2 H), 3.50-3.59 (m, 2 H), 3.29-3.42 (m, 2 H), 3.10-3.22 (m,...